Dataset: the Open Reaction Database (ORD), a public repository of structured organic reaction records. Task: describe an organic reaction: reactants, conditions, products, and yield The reactants are ClCCl, O=CCCC1CC(c2cccc([N+](=O)[O-])c2)=NO1, c1ccc(C(c2ccccc2)N2CCNCC2)cc1. Yields the product O=[N+]([O-])c1cccc(C2=NOC(CCCN3CCN(C(c4ccccc4)c4ccccc4)CC3)C2)c1. As a reaction SMILES: [CH2:38]([Cl:39])[Cl:40].[N+:1](=[O:2])([O-:3])[c:4]1[cH:5][c:6]([C:10]2=[N:11][O:12][CH:13]([CH2:15][CH2:16][CH:17]=[O:18])[CH2:14]2)[cH:7][cH:8][cH:9]1.[c:19]1([CH:25]([N:26]2[CH2:27][CH2:28][NH:29][CH2:30][CH2:31]2)[c:32]2[cH:33][cH:34][cH:35][cH:36][cH:37]2)[cH:20][cH:21][cH:22][cH:23][cH:24]1>>[N+:1](=[O:2])([O-:3])[c:4]1[cH:5][c:6]([C:10]2=[N:11][O:12][CH:13]([CH2:15][CH2:16][CH2:17][N:29]3[CH2:28][CH2:27][N:26]([CH:25]([c:19]4[cH:20][cH:21][cH:22][cH:23][cH:24]4)[c:32]4[cH:33][cH:34][cH:35][cH:36][cH:37]4)[CH2:31][CH2:30]3)[CH2:14]2)[cH:7][cH:8][cH:9]1.